From a dataset of the Open Reaction Database (ORD), a public repository of structured organic reaction records. describe an organic reaction: reactants, conditions, products, and yield The reactants are IC1=C(C(=O)OC)C=CC=C1 (Methyl 2-iodobenzoate), C(=O)C1=C(C=CC(=C1)OC)B(O)O (2-formyl-4-methoxyphenylboronic acid). The product is C(=O)C1=C(C=CC(=C1)OC)C1=C(C(=O)OC)C=CC=C1 (methyl 2-(2′-formyl-4′-methoxyphenyl)benzoate). Reaction SMILES: I[C:2]1[CH:11]=[CH:10][CH:9]=[CH:8][C:3]=1[C:4]([O:6][CH3:7])=[O:5].[CH:12]([C:14]1[CH:19]=[C:18]([O:20][CH3:21])[CH:17]=[CH:16][C:15]=1B(O)O)=[O:13]>>[CH:12]([C:14]1[CH:19]=[C:18]([O:20][CH3:21])[CH:17]=[CH:16][C:15]=1[C:2]1[CH:11]=[CH:10][CH:9]=[CH:8][C:3]=1[C:4]([O:6][CH3:7])=[O:5])=[O:13]. Procedure: Methyl 2-iodobenzoate was coupled to 2-formyl-4-methoxyphenylboronic acid using the procedure described in Example 4, Part A to provide methyl 2-(2′-formyl-4′-methoxyphenyl)benzoate. 1HNMR (300 MHz, CDCl3) δ 9.74 (s, 1H); 8.02 (d, 1H, J=7.7 Hz); 7.57 (t, 1H J=7.7 Hz); 7.50 (m, 2H); 7.28, 1, m); 7.17 (s, 2H); 3.91 (s, 3H); 3.64 (s, 3H).